This data is from the Open Reaction Database (ORD), a public repository of structured organic reaction records. The task is: describe an organic reaction: reactants, conditions, products, and yield The solvent is C1CCOC1 (THF), CN(C)C=O (DMF). Run at temperature 50 celsius, time 8 hour. Procedure details: To a suspension of sodium hydride (NaH) 60% dispersion in mineral oil (4.5 g, 111 mmol, 1.1 eq.) in anhydrous DMF (200 mL) was added 2-dimethylaminoethanol (11.5 mL, 111 mmol. 1.1 eq.). The reaction mixture was heated to 50° C. for 30 min. Then, 6-chloronicotinonitrile (14.8 g, 101 mmol, 1 eq.) in THF (100 mL) was added dropwise and the mixture was stirred overnight at 50° C. The solvents were removed under reduced pressure, the resulting residue was dissolved in water and acidified with conc. H... Reaction SMILES: [H-].[Na+].[CH3:3][N:4]([CH3:8])[CH2:5][CH2:6][OH:7].Cl[C:10]1[CH:17]=[CH:16][C:13]([C:14]#[N:15])=[CH:12][N:11]=1>CN(C=O)C.C1COCC1>[CH3:3][N:4]([CH3:8])[CH2:5][CH2:6][O:7][C:10]1[CH:17]=[CH:16][C:13]([C:14]#[N:15])=[CH:12][N:11]=1 |f:0.1|. The yield is 100.0%. The reactants are ClC1=NC=C(C#N)C=C1 (6-chloronicotinonitrile), [H-].[Na+] (sodium hydride), oil, CN(CCO)C (2-dimethylaminoethanol). The product is CN(CCOC1=NC=C(C#N)C=C1)C (6-(2-Dimethylaminoethoxy)-nicotinonitrile). Reactants: FC(C=1C=C(C=O)C=CC1)(F)F (3-(trifluoromethyl)benzaldehyde), CC(C(C(=O)N[C@H]1CC[C@@H]2CNC[C@@H]21)C2=CC=CC=C2)C (3-Methyl-N-[(3aR,4S,6aS)-octahydrocyclopenta[c]pyrrol-4-yl]-2-phenylbutanamide), C1(CCCCC1)C(C(=O)N[C@H]1CC[C@H]2CNC[C@H]21)C2CCCCC2 (2,2-dicyclohexyl-N-[(3aS,4S,6aR)-octahydrocyclopenta[c]pyrrol-4-yl]acetamide). Yields the product COC1=CC=C(CN2C[C@@H]3[C@H](C2)[C@H](CC3)NC(C(C(C)C)C3=CC=CC=C3)=O)C=C1 (N-[(3aR,4S,6aS)-2-(4-methoxybenzyl)octahydrocyclopenta[c]pyrrol-4-yl]-3-methyl-2-phenylbutanamide). RXN SMILES: FC(F)(F)[C:3]1[CH:4]=[C:5]([CH:8]=[CH:9][CH:10]=1)[CH:6]=O.[CH3:13][CH:14]([CH3:33])[CH:15]([C:27]1[CH:32]=[CH:31][CH:30]=[CH:29][CH:28]=1)[C:16]([NH:18][C@@H:19]1[C@@H:26]2[C@@H:22]([CH2:23][NH:24][CH2:25]2)[CH2:21][CH2:20]1)=[O:17].C1(C(C2CCCCC2)[C:41](N[C@@H]2[C@H]3[C@H](CNC3)CC2)=[O:42])CCCCC1>>[CH3:41][O:42][C:10]1[CH:3]=[CH:4][C:5]([CH2:6][N:24]2[CH2:25][C@@H:26]3[C@@H:19]([NH:18][C:16](=[O:17])[CH:15]([C:27]4[CH:28]=[CH:29][CH:30]=[CH:31][CH:32]=4)[CH:14]([CH3:33])[CH3:13])[CH2:20][CH2:21][C@@H:22]3[CH2:23]2)=[CH:8][CH:9]=1. Procedure details: The title compound was prepared by substituting 4-methoxybenzaldehyde for 3-(trifluoromethyl)benzaldehyde and 3-methyl-N-[(3aR,4S,6aS)-octahydrocyclopenta[c]pyrrol-4-yl]-2-phenylbutanamide from Example 83 Step A for 2,2-dicyclohexyl-N-[(3aS,4S,6aR)-octahydrocyclopenta[c]pyrrol-4-yl]acetamide in the procedure described for Example 54: 1H NMR (500 MHz, pyridine-d5) δ ppm 8.57 (dd, J=8.3, 10.9, 1H), 7.63 (dd, J=2.8, 7.4, 2H), 7.39-7.28 (m, 4H), 7.28-7.23 (m, 1H), 6.98 (dd, J=8.7, 10.2, 2H), 4.41-4....